This data is from the Open Reaction Database (ORD), a public repository of structured organic reaction records. The task is: describe an organic reaction: reactants, conditions, products, and yield Starting materials: C(C)OC1=C(OC2=C1N(C=1C=CC=CC21)C2=CC=CC=C2)C(=O)N (3-ethoxy-4-phenyl-4H-furo-[3,2-b]indole-2-carboxamide). Run in O (water). The product is C(C)OC1=C(OC2=C1N(C=1C=CC=CC21)C2=CC=CC=C2)C#N (3-Ethoxy-4-phenyl-4H-furo[3,2-b]indole-2-carbonitrile). Isolated yield 91.0%. Reaction SMILES: [CH2:1]([O:3][C:4]1[C:8]2[N:9]([C:16]3[CH:21]=[CH:20][CH:19]=[CH:18][CH:17]=3)[C:10]3[CH:11]=[CH:12][CH:13]=[CH:14][C:15]=3[C:7]=2[O:6][C:5]=1[C:22]([NH2:24])=O)[CH3:2]>O>[CH2:1]([O:3][C:4]1[C:8]2[N:9]([C:16]3[CH:21]=[CH:20][CH:19]=[CH:18][CH:17]=3)[C:10]3[CH:11]=[CH:12][CH:13]=[CH:14][C:15]=3[C:7]=2[O:6][C:5]=1[C:22]#[N:24])[CH3:2]. Procedure: Prepared by the procedure described in Example 21 from 6.5 g (0.020 mole) of 3-ethoxy-4-phenyl-4H-furo-[3,2-b]indole-2-carboxamide. The crude product (5.5 g, 90% yield), after being washed with water and dried, was converted to the corresponding tetrazole without additional purification. A portion of the crude nitrile recrystallized from methanol yielded an analytically pure sample, mp 121°-122° C. Product: CN1CC2=C(N(C=3C=CC(=CC23)C)C/C(=C/C(=O)O)/C2=CC=C(C=C2)F)CC1 ((E)-4-(2,8-dimethyl-3,4-dihydro-1H-pyrido[4,3-b]indol-5(2H)-yl)-3-(4-fluorophenyl)but-2-enoic acid). As a reaction SMILES: [CH3:1][N:2]1[CH2:30][CH2:29][C:5]2[N:6]([CH2:14][C:15]([C:22]3[CH:27]=[CH:26][C:25]([F:28])=[CH:24][CH:23]=3)=[CH:16][C:17]([O:19]CC)=[O:18])[C:7]3[CH:8]=[CH:9][C:10]([CH3:13])=[CH:11][C:12]=3[C:4]=2[CH2:3]1.[OH-].[K+].Cl>CN1C(=O)CCC1>[CH3:1][N:2]1[CH2:30][CH2:29][C:5]2[N:6]([CH2:14]/[C:15](/[C:22]3[CH:23]=[CH:24][C:25]([F:28])=[CH:26][CH:27]=3)=[CH:16]/[C:17]([OH:19])=[O:18])[C:7]3[CH:8]=[CH:9][C:10]([CH3:13])=[CH:11][C:12]=3[C:4]=2[CH2:3]1 |f:1.2|. Starting materials: [OH-].[K+] (KOH), CN1CC2=C(N(C=3C=CC(=CC23)C)CC(=CC(=O)OCC)C2=CC=C(C=C2)F)CC1 (Ethyl 4-(2,8-dimethyl-3,4-dihydro-1H-pyrido[4,3-b]indol-5(2H)-yl)-3-(4-fluorophenyl)but-2-enoate), Cl (HCl). Reported procedure: Ethyl 4-(2,8-dimethyl-3,4-dihydro-1H-pyrido[4,3-b]indol-5(2H)-yl)-3-(4-fluorophenyl)but-2-enoate (100 mg, 0.246 mmol) was dissolved in NMP (1 mL). Powdered KOH (100 mg) was added and the reaction mixture was heated at 100° C. overnight. The reaction mixture was cooled to RT and acidified with conc. HCl (pH 5-6). The product was isolated by reverse phase chromatography. 1H NMR (CD3OD, TFA salt) δ (ppm): 7.40 (d, 1H), 7.18 (m, 3H), 7.05 (m, 1H), 6.90 (m, 2H), 6.10 (s, 1H), 5.90 (m, 1H), 5.70 (m, 1... Reaction conditions: temperature 100 celsius. The solvent is CN1CCCC1=O (NMP). Starting materials: CCN=C=NCCCN(C)C, ClCCl, Cl, O=C(O)c1cccc(OC(F)(F)F)c1, NCCNc1nc(Cl)nc2c1ncn2C1CCCC1, O, O, On1nnc2ccccc21. Yields the product O=C(NCCNc1nc(Cl)nc2c1ncn2C1CCCC1)c1cccc(OC(F)(F)F)c1. As a reaction SMILES: [CH3:32][N:33]([CH3:34])[CH2:35][CH2:36][CH2:37][N:38]=[C:39]=[N:40][CH2:41][CH3:42].[Cl:57][CH2:58][Cl:59].[ClH:31].[F:43][C:44]([O:45][c:46]1[cH:47][c:48]([C:49](=[O:50])[OH:51])[cH:52][cH:53][cH:54]1)([F:55])[F:56].[NH2:1][CH2:2][CH2:3][NH:4][c:5]1[c:6]2[n:7][cH:8][n:9]([CH:15]3[CH2:16][CH2:17][CH2:18][CH2:19]3)[c:10]2[n:11][c:12]([Cl:14])[n:13]1.[OH2:20].[OH2:60].[OH:21][n:22]1[c:23]2[cH:24][cH:25][cH:26][cH:27][c:28]2[n:29][n:30]1>>[NH:1]([CH2:2][CH2:3][NH:4][c:5]1[c:6]2[n:7][cH:8][n:9]([CH:15]3[CH2:16][CH2:17][CH2:18][CH2:19]3)[c:10]2[n:11][c:12]([Cl:14])[n:13]1)[C:49]([c:48]1[cH:47][c:46]([O:45][C:44]([F:43])([F:55])[F:56])[cH:54][cH:53][cH:52]1)=[O:50]. Starting materials: C(C)OCC=1N(C2=C(C=NC=3C=CC(=CC23)O)N1)CCC (2-(ethoxymethyl)-1-propyl-1H-imidazo[4,5-c]quinolin-8-ol), OCCCN1C(CCC1)=O (1-(3-hydroxypropyl)pyrrolidin-2-one), OC1COCC1 (3-hydroxytetrahydrofuran), [OH-].[NH4+] (ammonium hydroxide), C1(=CC=C(C=C1)S(=O)(=O)Cl)C (p-toluenesulfonyl chloride), C(C)OCC=1N(C2=C(C(=NC=3C=CC(=CC23)OC2COCC2)N)N1)CCC (2-(ethoxymethyl)-1-propyl-8-(tetrahydrofuran-3-yloxy)-1H-imidazo[4,5-c]quinolin-4-amine), C(C)OCC=1N(C2=C(C=NC=3C=CC(=CC23)O)N1)CCC (2-ethoxymethyl-1-propyl-1H-imidazo[4,5-c]quinolin-8-ol), C(C)OCC=1N(C2=C(C=NC=3C=CC(=CC23)OC2COCC2)N1)CCC (2-(ethoxymethyl)-1-propyl-8-(tetrahydrofuran-3-yloxy)-1H-imidazo[4,5-c]quinoline), C(C)OCC=1N(C2=C(C=NC=3C=CC(=CC23)OC2COCC2)N1)CCC (2-(ethoxymethyl)-1-propyl-8-(tetrahydrofuran-3-yloxy)-1H-imidazo[4,5-c]quinoline). Product: C(C)OCC1(N(C2=C(C=NC=3C=CC(=CC23)OC2COCC2)N1)CCC)N (2-(Ethoxymethyl)-1-propyl-8-(tetrahydrofuran-3-yloxy)-1H-imidazo[4,5-c]quinolinamine). As a reaction SMILES: C(OCC1[N:6](CCC)C2C3C=C(O)C=CC=3N=CC=2N=1)C.[CH2:22]([O:24][CH2:25][C:26]1[N:27]([CH2:45][CH2:46][CH3:47])[C:28]2[C:37]3[CH:36]=[C:35]([O:38][CH:39]4[CH2:43][CH2:42][O:41][CH2:40]4)[CH:34]=[CH:33][C:32]=3[N:31]=[CH:30][C:29]=2[N:44]=1)[CH3:23].OC1CCOC1.OCCCN1CCCC1=O.C(OCC1N(CCC)C2C3C=C(OC4CCOC4)C=CC=3N=C(N)C=2N=1)C.[OH-].[NH4+].C1(C)C=CC(S(Cl)(=O)=O)=CC=1>>[CH2:22]([O:24][CH2:25][C:26]1([NH2:6])[NH:44][C:29]2[CH:30]=[N:31][C:32]3[CH:33]=[CH:34][C:35]([O:38][CH:39]4[CH2:43][CH2:42][O:41][CH2:40]4)=[CH:36][C:37]=3[C:28]=2[N:27]1[CH2:45][CH2:46][CH3:47])[CH3:23] |f:5.6|. Reported procedure: The synthesis of 2-(ethoxymethyl)-1-propyl-1H-imidazo[4,5-c]quinolin-8-ol is described in Parts A-I of Example 2. A modification of the method described in Part A of Example 405 was used to convert 2-ethoxymethyl-1-propyl-1H-imidazo[4,5-c]quinolin-8-ol into 2-(ethoxymethyl)-1-propyl-8-(tetrahydrofuran-3-yloxy)-1H-imidazo[4,5-c]quinoline using 3-hydroxytetrahydrofuran in lieu of 1-(3-hydroxypropyl)pyrrolidin-2-one. Modifications of the methods described in Parts B and C of Example 405 were used t... The reactants are COC(C(NS(=O)(=O)NC(=O)OCC1=CC=CC=C1)(C)CCC)=O (N-(carbobenzyloxyaminosulfonyl)-2-propyl-DL-alanine methyl ester). Reagents/catalysts: [Pd] (palladium on Carbon). Run in CO (methanol). Reaction conditions: time 1.5 hour. Yields the product COC(C(NS(=O)(=O)N)(C)CCC)=O (N-aminosulfonyl-2-propyl-DL-alanine methyl ester). The yield is 79.8%. RXN SMILES: [CH3:1][O:2][C:3](=[O:24])[C:4]([CH2:21][CH2:22][CH3:23])([CH3:20])[NH:5][S:6]([NH:9]C(OCC1C=CC=CC=1)=O)(=[O:8])=[O:7]>[Pd].CO>[CH3:1][O:2][C:3](=[O:24])[C:4]([CH2:21][CH2:22][CH3:23])([CH3:20])[NH:5][S:6]([NH2:9])(=[O:7])=[O:8]. Reported procedure: A mixture of N-(carbobenzyloxyaminosulfonyl)-2-propyl-DL-alanine methyl ester (22.35 g, 62.36 mmol), methanol (200 mL) and 10% palladium on Carbon (1.0 g) was placed on a Parr hydrogenator at 60 psi for 1.5 hours. The reaction mixture was passed through a pad of CELITE®, and the filtrate was concentrated in vacuo to afford 11.16 g (79.8%) of N-aminosulfonyl-2-propyl-DL-alanine methyl ester (Formula VII: R=CH3 ; R1 =propyl; R2 =CH3; R3 =H). Starting materials: C=C(Br)Br, CC1(C)COC(C)(CCBr)OC1, [Mg], C1CCOC1. Product: CC1(C)COC(C)(CC[Mg]Br)OC1. RXN SMILES: [Br:1][C:2]([Br:3])=[CH2:4].[CH3:6][C:7]1([CH2:15][CH2:16][Br:17])[O:8][CH2:9][C:10]([CH3:13])([CH3:14])[CH2:11][O:12]1.[Mg:5].[O:18]1[CH2:19][CH2:20][CH2:21][CH2:22]1>>[Br:1][Mg:5][CH2:16][CH2:15][C:7]1([CH3:6])[O:8][CH2:9][C:10]([CH3:13])([CH3:14])[CH2:11][O:12]1.